describe an organic reaction: reactants, conditions, products, and yield From a dataset of the Open Reaction Database (ORD), a public repository of structured organic reaction records. The reactants are CCOC(=O)CC(=O)OCC, COCCOC, O=[N+]([O-])c1cc(Cl)cnc1Cl, Cl, [H-], [Na+], O. Product: CCOC(=O)C(C(=O)OCC)c1ncc(Cl)cc1[N+](=O)[O-]. RXN SMILES: [C:3]([CH2:4][C:5](=[O:6])[O:7][CH2:8][CH3:9])(=[O:10])[O:11][CH2:12][CH3:13].[CH3:26][O:27][CH2:28][CH2:29][O:30][CH3:31].[Cl:14][c:15]1[n:16][cH:17][c:18]([Cl:24])[cH:19][c:20]1[N+:21](=[O:22])[O-:23].[ClH:25].[H-:1].[Na+:2].[OH2:32]>>[C:3]([CH:4]([C:5](=[O:6])[O:7][CH2:8][CH3:9])[c:15]1[n:16][cH:17][c:18]([Cl:24])[cH:19][c:20]1[N+:21](=[O:22])[O-:23])(=[O:10])[O:11][CH2:12][CH3:13].